Dataset: the Open Reaction Database (ORD), a public repository of structured organic reaction records. Task: describe an organic reaction: reactants, conditions, products, and yield Starting materials: C=O, O=CO, Cc1ncc2n1-c1ccc(Cl)cc1C(c1ccccc1F)NC2, [K+], [OH-], O. Yields the product Cc1ncc2n1-c1ccc(Cl)cc1C(c1ccccc1F)N(C)C2. As a reaction SMILES: [CH2:27]=[O:28].[CH:24]([OH:25])=[O:26].[Cl:1][c:2]1[cH:3][cH:4][c:5]2[c:6]([cH:23]1)[CH:7]([c:16]1[c:17]([F:22])[cH:18][cH:19][cH:20][cH:21]1)[NH:8][CH2:9][c:10]1[n:11]-2[c:12]([CH3:15])[n:13][cH:14]1.[K+:30].[OH-:29].[OH2:31]>>[Cl:1][c:2]1[cH:3][cH:4][c:5]2[c:6]([cH:23]1)[CH:7]([c:16]1[c:17]([F:22])[cH:18][cH:19][cH:20][cH:21]1)[N:8]([CH3:24])[CH2:9][c:10]1[n:11]-2[c:12]([CH3:15])[n:13][cH:14]1.